This data is from the Open Reaction Database (ORD), a public repository of structured organic reaction records. The task is: describe an organic reaction: reactants, conditions, products, and yield The reactants are CC(=O)Cl, ClCCl, CCN(C(C)C)C(C)C, Nc1cccc(C(NC(=O)COc2ccccc2)c2cc(Cl)c3cccnc3c2O)c1. Yields the product CC(=O)Nc1cccc(C(NC(=O)COc2ccccc2)c2cc(Cl)c3cccnc3c2O)c1. Reaction SMILES: [C:41]([CH3:42])(=[O:43])[Cl:44].[CH2:45]([Cl:46])[Cl:47].[CH:32]([N:33]([CH2:34][CH3:35])[CH:36]([CH3:37])[CH3:38])([CH3:39])[CH3:40].[NH2:1][c:2]1[cH:3][c:4]([CH:8]([NH:9][C:10]([CH2:11][O:12][c:13]2[cH:14][cH:15][cH:16][cH:17][cH:18]2)=[O:19])[c:20]2[cH:21][c:22]([Cl:31])[c:23]3[cH:24][cH:25][cH:26][n:27][c:28]3[c:29]2[OH:30])[cH:5][cH:6][cH:7]1>>[NH:1]([c:2]1[cH:3][c:4]([CH:8]([NH:9][C:10]([CH2:11][O:12][c:13]2[cH:14][cH:15][cH:16][cH:17][cH:18]2)=[O:19])[c:20]2[cH:21][c:22]([Cl:31])[c:23]3[cH:24][cH:25][cH:26][n:27][c:28]3[c:29]2[OH:30])[cH:5][cH:6][cH:7]1)[C:41]([CH3:42])=[O:43].